Dataset: the Open Reaction Database (ORD), a public repository of structured organic reaction records. Task: describe an organic reaction: reactants, conditions, products, and yield Starting materials: Cc1cc(Br)ccc1C(=O)O, C[Si](C)(C)c1nccs1, CCOC(C)=O, [Cl-]. Product: Cc1cc(Br)ccc1C(=O)c1nccs1. Reaction SMILES: [Br:11][c:12]1[cH:13][c:14]([CH3:21])[c:15]([C:16](=[O:17])[OH:18])[cH:19][cH:20]1.[CH3:1][Si:2]([c:3]1[s:4][cH:5][cH:6][n:7]1)([CH3:8])[CH3:9].[CH3:22][CH2:23][O:24][C:25](=[O:26])[CH3:27].[Cl-:10]>>[c:3]1([C:16]([c:15]2[c:14]([CH3:21])[cH:13][c:12]([Br:11])[cH:20][cH:19]2)=[O:17])[s:4][cH:5][cH:6][n:7]1. Reactants: C(OC)(OC)OC (trimethyl orthoformate), O.C1(=CC=C(C=C1)S(=O)(=O)O)C (para-toluenesulfonic acid hydrate), F[C@@H]1[C@@H]2[C@H]3CCC(C=C3C[C@H]([C@H]2[C@@H]2CC[C@@H]([C@@]2(C)C1)O)C)=O (11β-Fluoro-17β-hydroxy-7α-methylestr-4-en-3-one), C([O-])([O-])=O.[Na+].[Na+] (sodium carbonate). Run in ClCCl (dichloromethane), C(CO)O (ethylene glycol), C(C)(=O)OCC (ethyl acetate). Run at time 20 hour. Product: C1OC2CC=3C[C@H]([C@H]4[C@@H]5CC[C@@H]([C@@]5(C)C[C@@H]([C@@H]4C3CC2OC1)F)O)C (3-Ethylenedioxy-11β-fluoro-7α-methylestr-5(10)-en-17β-ol). Reaction SMILES: [CH:1]([O:6][CH3:7])(OC)OC.O.[C:9]1(C)C=CC(S(O)(=O)=O)=CC=1.[F:20][C@H:21]1[CH2:38][C@@:36]2([CH3:37])[C@@H:32]([CH2:33][CH2:34][C@@H:35]2[OH:39])[C@H:31]2[C@H:22]1[C@@H:23]1[C:28]([CH2:29][C@H:30]2[CH3:40])=[CH:27][C:26](=[O:41])C[CH2:24]1.C(=O)([O-])[O-].[Na+].[Na+]>ClCCl.C(OCC)(=O)C.C(O)CO>[CH2:9]1[CH2:7][O:6][CH:1]2[CH:26]([CH2:27][C:28]3[CH2:29][C@@H:30]([CH3:40])[C@@H:31]4[C@@H:22]([C:23]=3[CH2:24]2)[C@@H:21]([F:20])[CH2:38][C@@:36]2([CH3:37])[C@H:32]4[CH2:33][CH2:34][C@@H:35]2[OH:39])[O:41]1 |f:1.2,4.5.6|. Reported procedure: 3.63 ml of ethylene glycol and 1.82 ml of trimethyl orthoformate and 23.6 ml of para-toluenesulfonic acid hydrate were added to a solution of 500 mg of 11β-fluoro-17β-hydroxy-7α-methyl-estr-4-en-3-one (I) in 6.35 ml of dichloromethane. The reaction mixture was stirred for 20 hours at room temperature. Then, it was mixed with sodium carbonate solution, diluted with ethyl acetate, washed neutral, dried on sodium sulfate, concentrated by evaporation in a vacuum and chromatographed on silica gel wit...